From a dataset of the Open Reaction Database (ORD), a public repository of structured organic reaction records. describe an organic reaction: reactants, conditions, products, and yield Starting materials: C(C)(C)(C)OC(NC(NC(OC(C)(C)C)=O)NCC1=CC=C(C=C1)CCC=1N=C(SC1)NC(C)=O)=O (di-tert-butyl{[(4-{2-[2-(acetylamino)-1,3-thiazol-4-yl]ethyl}benzyl)amino]methylidene}biscarbamate), Cl (hydrogen chloride). The reagents and catalysts are ClCCl (dichloromethane). Run in O1CCOCC1 (1,4-dioxane). Reaction conditions: time 15 hour. Yields the product Cl.NC(=N)NCC1=CC=C(C=C1)CCC=1N=C(SC1)NC(C)=O (N-(4-{2-[4-({[amino(imino)methyl]amino}methyl)phenyl]ethyl}-1,3-thiazol-2-yl)acetamide hydrochloride). Reaction SMILES: C(OC(=O)[NH:7][CH:8]([NH:17][CH2:18][C:19]1[CH:24]=[CH:23][C:22]([CH2:25][CH2:26][C:27]2[N:28]=[C:29]([NH:32][C:33](=[O:35])[CH3:34])[S:30][CH:31]=2)=[CH:21][CH:20]=1)[NH:9]C(=O)OC(C)(C)C)(C)(C)C.[ClH:37]>ClCCl.O1CCOCC1>[ClH:37].[NH2:9][C:8]([NH:17][CH2:18][C:19]1[CH:24]=[CH:23][C:22]([CH2:25][CH2:26][C:27]2[N:28]=[C:29]([NH:32][C:33](=[O:35])[CH3:34])[S:30][CH:31]=2)=[CH:21][CH:20]=1)=[NH:7] |f:4.5|. Procedure: A mixture of di-tert-butyl{[(4-{2-[2-(acetylamino)-1,3-thiazol-4-yl]ethyl}benzyl)amino]methylidene}biscarbamate (20 mg), dichloromethane (2 drops) and 4N hydrogen chloride in 1,4-dioxane (0.5 ml) was stirred for 15 hours. The precipitated crystals were filtered and washed with 1,4-dioxane to give N-(4-{2-[4-({[amino(imino)methyl]amino}methyl)phenyl]ethyl}-1,3-thiazol-2-yl)acetamide hydrochloride (13 mg). Starting materials: CC(C)(C)O, C[S+](C)(C)=O, O=C(COc1ccc(Cl)cc1)Cn1cncn1, [I-], [K+], [OH-], c1nc[nH]n1. Yields the product OC(COc1ccc(Cl)cc1)(Cn1cncn1)Cn1cncn1. RXN SMILES: [C:31]([OH:32])([CH3:33])([CH3:34])[CH3:35].[CH3:19][S+:20]([CH3:21])([CH3:22])=[O:23].[Cl:1][c:2]1[cH:3][cH:4][c:5]([O:6][CH2:7][C:8]([CH2:9][n:10]2[n:11][cH:12][n:13][cH:14]2)=[O:15])[cH:16][cH:17]1.[I-:18].[K+:25].[OH-:24].[nH:26]1[n:27][cH:28][n:29][cH:30]1>>[Cl:1][c:2]1[cH:3][cH:4][c:5]([O:6][CH2:7][C:8]([CH2:9][n:10]2[n:11][cH:12][n:13][cH:14]2)([OH:15])[CH2:19][n:26]2[n:27][cH:28][n:29][cH:30]2)[cH:16][cH:17]1.